Dataset: the Open Reaction Database (ORD), a public repository of structured organic reaction records. Task: describe an organic reaction: reactants, conditions, products, and yield Reactants: C(C1=CN=CC=C1)(=O)N[C@@H](CCCCN)C(=O)N[C@H](CCC(=O)N1[C@@H](C[C@@H]2CCCC[C@H]12)C(=O)O)C(=O)O ((2S,3aS,7aS)-1-(N2 -nicotinoyl-L-lysyl-gamma-D-glutamyl)octahydro-1H-indole-2-carboxylic acid), [OH-].[Na+] (NaOH), C(C)#N.O (acetonitrile water). The solvent is O (water). Product: C(C1=CN=CC=C1)(=O)N[C@@H](CCCCN)C(=O)N[C@H](CCC(=O)N1[C@@H](C[C@@H]2CCCC[C@H]12)C(=O)[O-])C(=O)O.[Na+] (Monosodium (2S,3aS,7aS)-1-(N2 -nicotinoyl-L-lysyl-gamma-D-glutamyl)octahydro-1H-indole-2-carboxylate). RXN SMILES: [C:1]([NH:9][C@H:10]([C:16]([NH:18][C@@H:19]([C:36]([OH:38])=[O:37])[CH2:20][CH2:21][C:22]([N:24]1[C@@H:32]2[C@@H:27]([CH2:28][CH2:29][CH2:30][CH2:31]2)[CH2:26][C@H:25]1[C:33]([OH:35])=[O:34])=[O:23])=[O:17])[CH2:11][CH2:12][CH2:13][CH2:14][NH2:15])(=[O:8])[C:2]1[CH:7]=[CH:6][CH:5]=[N:4][CH:3]=1.[OH-].[Na+:40].C(#N)C.O>O>[C:1]([NH:9][C@H:10]([C:16]([NH:18][C@@H:19]([C:36]([OH:38])=[O:37])[CH2:20][CH2:21][C:22]([N:24]1[C@@H:32]2[C@@H:27]([CH2:28][CH2:29][CH2:30][CH2:31]2)[CH2:26][C@H:25]1[C:33]([O-:35])=[O:34])=[O:23])=[O:17])[CH2:11][CH2:12][CH2:13][CH2:14][NH2:15])(=[O:8])[C:2]1[CH:7]=[CH:6][CH:5]=[N:4][CH:3]=1.[Na+:40] |f:1.2,3.4,6.7|. Procedure details: In 5 ml of water was dissolved 0.57 g of (2S,3aS,7aS)-1-(N2 -nicotinoyl-L-lysyl-gamma-D-glutamyl)octahydro-1H-indole-2-carboxylic acid (see Example 15), and 1 ml of 1N-NaOH was added. The resulting aqueous solution was subjected to CHP20P column chromatography (0%→20% acetonitrile/water gradient). Fractions containing the desired product were concentrated to dryness under reduced pressure. The residue was lyophilized to give 0.25 g of the captioned compound. [α]D26 : -24.6° (H2O). Starting materials: COc1cc(N)cc([N+](=O)[O-])c1, Cc1ccc(C)cc1, O=[N+]([O-])c1cccc(S(=O)(=O)Nc2nc3ccccc3nc2Cl)c1, ClCCl. The product is COc1cc(Nc2nc3ccccc3nc2NS(=O)(=O)c2cccc([N+](=O)[O-])c2)cc([N+](=O)[O-])c1. As a reaction SMILES: [CH3:25][O:26][c:27]1[cH:28][c:29]([NH2:30])[cH:31][c:32]([N+:34](=[O:35])[O-:36])[cH:33]1.[CH3:37][c:38]1[cH:39][cH:40][c:41]([CH3:42])[cH:43][cH:44]1.[Cl:1][c:2]1[c:3]([NH:12][S:13](=[O:14])(=[O:15])[c:16]2[cH:17][c:18]([N+:22](=[O:23])[O-:24])[cH:19][cH:20][cH:21]2)[n:4][c:5]2[cH:6][cH:7][cH:8][cH:9][c:10]2[n:11]1.[Cl:45][CH2:46][Cl:47]>>[c:2]1([NH:30][c:29]2[cH:28][c:27]([O:26][CH3:25])[cH:33][c:32]([N+:34](=[O:35])[O-:36])[cH:31]2)[c:3]([NH:12][S:13](=[O:14])(=[O:15])[c:16]2[cH:17][c:18]([N+:22](=[O:23])[O-:24])[cH:19][cH:20][cH:21]2)[n:4][c:5]2[cH:6][cH:7][cH:8][cH:9][c:10]2[n:11]1. Reactants: O=C([O-])[O-], CN(C)C=O, CC(C)I, [K+], [K+], O, O=C(NC(Cc1cccc(OC(F)(F)C(F)F)c1)C(O)c1ccc(O)cc1)c1cccc2c1C=CCCC2. Product: CC(C)Oc1ccc(C(O)C(Cc2cccc(OC(F)(F)C(F)F)c2)NC(=O)c2cccc3c2C=CCCC3)cc1. RXN SMILES: [C:39](=[O:40])([O-:41])[O-:42].[CH3:49][N:50]([CH3:51])[CH:52]=[O:53].[I:45][CH:46]([CH3:47])[CH3:48].[K+:43].[K+:44].[OH2:54].[OH:1][CH:2]([CH:3]([CH2:4][c:5]1[cH:6][c:7]([O:11][C:12]([CH:13]([F:14])[F:15])([F:16])[F:17])[cH:8][cH:9][cH:10]1)[NH:18][C:19](=[O:20])[c:21]1[cH:22][cH:23][cH:24][c:25]2[c:26]1[CH:27]=[CH:28][CH2:29][CH2:30][CH2:31]2)[c:32]1[cH:33][cH:34][c:35]([OH:38])[cH:36][cH:37]1>>[OH:1][CH:2]([CH:3]([CH2:4][c:5]1[cH:6][c:7]([O:11][C:12]([CH:13]([F:14])[F:15])([F:16])[F:17])[cH:8][cH:9][cH:10]1)[NH:18][C:19](=[O:20])[c:21]1[cH:22][cH:23][cH:24][c:25]2[c:26]1[CH:27]=[CH:28][CH2:29][CH2:30][CH2:31]2)[c:32]1[cH:33][cH:34][c:35]([O:38][CH:46]([CH3:47])[CH3:48])[cH:36][cH:37]1. The yield is 31.9%. Run in CN(C=O)C (dimethylformamide). As a reaction SMILES: [OH:1][C:2]1[C:11]2[C:6](=[C:7]([C:12]([F:15])([F:14])[F:13])[CH:8]=[CH:9][CH:10]=2)[N:5]=[C:4]([CH2:16][CH:17]([CH3:19])[CH3:18])[C:3]=1[C:20](O)=[O:21].[NH2:23][C:24]1[S:25][CH:26]=[CH:27][N:28]=1.C1(N=C=NC2CCCCC2)CCCCC1>CN(C)C=O>[S:25]1[CH:26]=[CH:27][N:28]=[C:24]1[NH:23][C:20]([C:3]1[C:4]([CH2:16][CH:17]([CH3:19])[CH3:18])=[N:5][C:6]2[C:11]([C:2]=1[OH:1])=[CH:10][CH:9]=[CH:8][C:7]=2[C:12]([F:14])([F:15])[F:13])=[O:21]. Procedure details: Using the procedure of Step F of Example 6, 10.02 g of the product of Step E and 3.2 g of 2-aminothiazole were reacted in the presence of dicyclohexylcarbodiimide in dimethylformamide to obtain 4.03 g of N-(2-thiazolyl)-4-hydroxy-2-(2-methylpropyl)-8-trifluoromethyl-quinoline-3-carboxamide in the form of colorless crystals melting at 170°-171° C after crystallization from isopropanol. Product: S1C(=NC=C1)NC(=O)C=1C(=NC2=C(C=CC=C2C1O)C(F)(F)F)CC(C)C (N-(2-thiazolyl)-4-hydroxy-2-(2-methylpropyl)-8-trifluoromethyl-quinoline-3-carboxamide). The reactants are OC1=C(C(=NC2=C(C=CC=C12)C(F)(F)F)CC(C)C)C(=O)O (4-hydroxy-2-(2-methylpropyl)-8-trifluoromethyl-quinoline-3-carboxylic acid), crystals, NC=1SC=CN1 (2-aminothiazole), C1(CCCCC1)N=C=NC1CCCCC1 (dicyclohexylcarbodiimide).